From a dataset of the Open Reaction Database (ORD), a public repository of structured organic reaction records. describe an organic reaction: reactants, conditions, products, and yield The reactants are CC(=O)O, C=CC(C)(C)C(=CCl)Oc1ccccc1. Yields the product C=CC(C)(C)C(=O)CCl. As a reaction SMILES: [CH3:16][C:17](=[O:18])[OH:19].[Cl:1][CH:2]=[C:3]([C:4]([CH:5]=[CH2:6])([CH3:7])[CH3:8])[O:9][c:10]1[cH:11][cH:12][cH:13][cH:14][cH:15]1>>[Cl:1][CH2:2][C:3]([C:4]([CH:5]=[CH2:6])([CH3:7])[CH3:8])=[O:9]. The reactants are CCN=C=NCCCN(C)C, C1CCOC1, C[NH2+]C, Cl, O, On1nnc2ccccc21, O=C(O)c1n[nH]c2ccccc12. The product is CN(C)C(=O)c1n[nH]c2ccccc12. RXN SMILES: [CH2:27]([N:28]=[C:29]=[N:30][CH2:31][CH2:32][CH2:33][N:34]([CH3:35])[CH3:36])[CH3:37].[CH2:39]1[O:40][CH2:41][CH2:42][CH2:43]1.[CH3:13][NH2+:14][CH3:15].[ClH:26].[OH2:38].[OH:16][n:17]1[c:18]2[cH:19][cH:20][cH:21][cH:22][c:23]2[n:24][n:25]1.[nH:1]1[n:2][c:3]([C:10](=[O:11])[OH:12])[c:4]2[cH:5][cH:6][cH:7][cH:8][c:9]12>>[nH:1]1[n:2][c:3]([C:10](=[O:12])[N:14]([CH3:13])[CH3:15])[c:4]2[cH:5][cH:6][cH:7][cH:8][c:9]12.